From a dataset of the Open Reaction Database (ORD), a public repository of structured organic reaction records. describe an organic reaction: reactants, conditions, products, and yield Reactants: [BH4-], CC(C)O, O=Cc1cc(I)ccc1F, [Na+], O. Yields the product OCc1cc(I)ccc1F. RXN SMILES: [BH4-:11].[CH:14]([OH:15])([CH3:16])[CH3:17].[F:1][c:2]1[c:3]([CH:4]=[O:5])[cH:6][c:7]([I:10])[cH:8][cH:9]1.[Na+:12].[OH2:13]>>[F:1][c:2]1[c:3]([CH2:4][OH:5])[cH:6][c:7]([I:10])[cH:8][cH:9]1. Reactants: Oc1cccc(Br)c1, O=C([O-])[O-], CN(C)C=O, COCCCl, COCCI, [K+], [K+]. Product: COCCOc1cccc(Br)c1. As a reaction SMILES: [Br:7][c:8]1[cH:9][c:10]([OH:14])[cH:11][cH:12][cH:13]1.[C:1](=[O:2])([O-:3])[O-:4].[CH3:25][N:26]([CH3:27])[CH:28]=[O:29].[Cl:20][CH2:21][CH2:22][O:23][CH3:24].[I:15][CH2:16][CH2:17][O:18][CH3:19].[K+:5].[K+:6]>>[Br:7][c:8]1[cH:9][c:10]([O:14][CH2:16][CH2:17][O:18][CH3:19])[cH:11][cH:12][cH:13]1. The reactants are CO, NN, O=C1NC(=O)c2c(CCCCC3CNCCO3)cccc21. Product: NCCCCC1CNCCO1. As a reaction SMILES: [CH3:24][OH:25].[NH2:1][NH2:2].[O:3]1[CH:4]([CH2:9][CH2:10][CH2:11][CH2:12][c:13]2[cH:14][cH:15][cH:16][c:17]3[c:22]2[C:20](=[O:21])[NH:19][C:18]3=[O:23])[CH2:5][NH:6][CH2:7][CH2:8]1>>[NH2:1][CH2:12][CH2:11][CH2:10][CH2:9][CH:4]1[O:3][CH2:8][CH2:7][NH:6][CH2:5]1. Starting materials: C(C)(C)(C)OC(NC1(CCC1)C1=CC=C(C=C1)C1=C(OC2=CC(=CC=C2C1=O)C=1NN=CC1)C1=CC=CC=C1)=O ((1-{4-[4-oxo-2-phenyl-7-(2H-pyrazol-3-yl)-4H-chromen-3-yl]-phenyl}-cyclobutyl)-carbamic acid tert-butyl ester), C(C)(C)(C)OC(NC1(CCC1)C1=CC=C(C=C1)C1=C(OC2=C(C=CC=C2C1=O)Br)C1=CC=CC=C1)=O ({1-[4-(8-bromo-4-oxo-2-phenyl-4H-chromen-3-yl)-phenyl]-cyclobutyl}-carbamic acid tert-butyl ester), FC(C1=NNC=C1B1OC(C)(C)C(C)(C)O1)(F)F (3-(trifluoromethyl)-1H-pyrazole-4-boronic acid pinacol ester). The product is C(C)(C)(C)OC(NC1(CCC1)C1=CC=C(C=C1)C1=C(OC2=C(C=CC=C2C1=O)C=1C(=NNC1)C(F)(F)F)C1=CC=CC=C1)=O ((1-{-4-[4-oxo-2-phenyl-8-(3-trifluoromethyl-1H-pyrazol-4-yl)-4H-chromen-3-yl]-phenyl}-cyclobutyl)-carbamic acid tert-butyl ester). Isolated yield 64.0%. RXN SMILES: [C:1]([O:5][C:6](=[O:40])[NH:7][C:8]1([C:12]2[CH:17]=[CH:16][C:15]([C:18]3[C:27](=[O:28])[C:26]4[C:21](=[CH:22][C:23](C5NN=CC=5)=[CH:24][CH:25]=4)[O:20][C:19]=3[C:34]3[CH:39]=[CH:38][CH:37]=[CH:36][CH:35]=3)=[CH:14][CH:13]=2)[CH2:11][CH2:10][CH2:9]1)([CH3:4])([CH3:3])[CH3:2].C(OC(=O)NC1(C2C=CC(C3C(=O)C4C(=C(Br)C=CC=4)OC=3C3C=CC=CC=3)=CC=2)CCC1)(C)(C)C.[F:77][C:78]([F:94])([F:93])[C:79]1[C:83](B2OC(C)(C)C(C)(C)O2)=[CH:82][NH:81][N:80]=1>>[C:1]([O:5][C:6](=[O:40])[NH:7][C:8]1([C:12]2[CH:17]=[CH:16][C:15]([C:18]3[C:27](=[O:28])[C:26]4[C:21](=[C:22]([C:83]5[C:79]([C:78]([F:94])([F:93])[F:77])=[N:80][NH:81][CH:82]=5)[CH:23]=[CH:24][CH:25]=4)[O:20][C:19]=3[C:34]3[CH:35]=[CH:36][CH:37]=[CH:38][CH:39]=3)=[CH:14][CH:13]=2)[CH2:9][CH2:10][CH2:11]1)([CH3:4])([CH3:3])[CH3:2]. Procedure details: Following the procedure of (1-{4-[4-oxo-2-phenyl-7-(2H-pyrazol-3-yl)-4H-chromen-3-yl]-phenyl}-cyclobutyl)-carbamic acid tert-butyl ester, {1-[4-(8-bromo-4-oxo-2-phenyl-4H-chromen-3-yl)-phenyl]-cyclobutyl}-carbamic acid tert-butyl ester was reacted with 3-(trifluoromethyl)-1H-pyrazole-4-boronic acid pinacol ester to give the title compound as a white solid (35 mg, 64%). LCMS (Method G): RT=4.15 min, [M+H]+=602.